From a dataset of the Open Reaction Database (ORD), a public repository of structured organic reaction records. describe an organic reaction: reactants, conditions, products, and yield The reactants are O (water), N1=CC(=CC=C1)B(O)O (3-pyridyl-boronic acid), C([O-])([O-])=O.[Na+].[Na+] (sodium carbonate), NC1=NC=C(C=C1[N+](=O)[O-])Br (2-amino-5-bromo-3-nitropyridine). The reagents and catalysts are C1CCC(CC1)P(C2CCCCC2)C3CCCCC3.C1CCC(CC1)P(C2CCCCC2)C3CCCCC3.Cl[Pd]Cl (dichlorobis(tricyclohexylphosphine)palladium). Run in O1CCOCC1 (dioxane). The product is NC1=NC=C(C=C1[N+](=O)[O-])C=1C=NC=CC1 (2-Amino-3-nitro-5-pyridin-3-yl-pyridine). Reaction SMILES: [N:1]1[CH:6]=[CH:5][CH:4]=[C:3](B(O)O)[CH:2]=1.C(=O)([O-])[O-].[Na+].[Na+].[NH2:16][C:17]1[C:22]([N+:23]([O-:25])=[O:24])=[CH:21][C:20](Br)=[CH:19][N:18]=1.O>O1CCOCC1.C1CCC(P(C2CCCCC2)C2CCCCC2)CC1.C1CCC(P(C2CCCCC2)C2CCCCC2)CC1.Cl[Pd]Cl>[NH2:16][C:17]1[C:22]([N+:23]([O-:25])=[O:24])=[CH:21][C:20]([C:3]2[CH:2]=[N:1][CH:6]=[CH:5][CH:4]=2)=[CH:19][N:18]=1 |f:1.2.3,7.8.9|. Procedure: 0.21 g of dichlorobis(tricyclohexylphosphine)palladium, 0.66 g of 3-pyridyl-boronic acid and 14 ml of a 2N sodium carbonate solution are added to a solution of 1.02 g of 2-amino-5-bromo-3-nitropyridine in 40 ml of degassed dioxane. The mixture is heated to reflux under N2 for 28 hours and, after cooling and addition of water, extracted three times with dichloromethane. The combined organic phases are dried over sodium sulfate, concentrated and the residue is crystallized from ethyl acetate. This... Yields the product COc2ccc(c1ccccc1)cc2. Reagents/catalysts: PCy3. The reactants are c3ccc([Al](c1ccccc1)c2ccccc2)cc3 (effective_coupling_partner), CCN(CC)C(=O)Oc1ccc(OC)cc1 (substrate). Reaction conditions: temperature 70 celsius, time 24 hour. Starting materials: ClC1=C(C=CC(=C1)Cl)C=1N=C(C(=NC1CC)N[C@@H]1CN(C[C@@H]1OCC)C=1SC=CN1)CC (5-(2,4-dichlorophenyl)-N-[(3R,4S)-4-ethoxy-1-(1,3-thiazol-2-yl)pyrrolidin-3-yl}-3,6-diethylpyrazin-2-amine), BrC1=NC=CC=N1 (2-bromopyrimidine), C(C)O[C@@H]1[C@@H](CNC1)NC1=NC(=C(N=C1CC)C=1C(=NC(=CC1)OC)C(F)(F)F)CC (N-[(3R,4S)-4-ethoxypyrrolidin-3-yl]-3,6-diethyl-5-[6-methoxy-2-(trifluoromethyl)pyridin-3-yl]pyrazin-2-amine). Product: C(C)O[C@@H]1[C@@H](CN(C1)C1=NC=CC=N1)NC1=NC(=C(N=C1CC)C=1C(=NC(=CC1)OC)C(F)(F)F)CC (N-[(3R,4S)-4-ethoxy-1-pyrimidin-2-ylpyrrolidin-3-yl]-3,6-diethyl-5-[6-methoxy-2-(trifluoromethyl)pyridin-3-yl]pyrazin-2-amine). As a reaction SMILES: ClC1C=C(Cl)C=CC=1C1N=C(CC)C(N[C@H]2[C@@H](OCC)CN(C3SC=CN=3)C2)=NC=1CC.Br[C:34]1[N:39]=[CH:38][CH:37]=[CH:36][N:35]=1.[CH2:40]([O:42][C@H:43]1[CH2:47][NH:46][CH2:45][C@H:44]1[NH:48][C:49]1[C:54]([CH2:55][CH3:56])=[N:53][C:52]([C:57]2[C:58]([C:65]([F:68])([F:67])[F:66])=[N:59][C:60]([O:63][CH3:64])=[CH:61][CH:62]=2)=[C:51]([CH2:69][CH3:70])[N:50]=1)[CH3:41]>>[CH2:40]([O:42][C@H:43]1[CH2:47][N:46]([C:34]2[N:39]=[CH:38][CH:37]=[CH:36][N:35]=2)[CH2:45][C@H:44]1[NH:48][C:49]1[C:54]([CH2:55][CH3:56])=[N:53][C:52]([C:57]2[C:58]([C:65]([F:68])([F:67])[F:66])=[N:59][C:60]([O:63][CH3:64])=[CH:61][CH:62]=2)=[C:51]([CH2:69][CH3:70])[N:50]=1)[CH3:41]. Procedure details: Following the procedure for the preparation of 5-(2,4-dichlorophenyl)-N-[(3R,4S)-4-ethoxy-1-(1,3-thiazol-2-yl)pyrrolidin-3-yl}-3,6-diethylpyrazin-2-amine but substituting 2-bromopyrimidine and starting with N-[(3R,4S)-4-ethoxypyrrolidin-3-yl]-3,6-diethyl-5-[6-methoxy-2-(trifluoromethyl)pyridin-3-yl]pyrazin-2-amine provided the title compound as an amorphous solid. 1H NMR (CDCl3) δ 1.15, 1.30, 2.43, 2.69, 3.53, 3.78, 3.87, 3.99, 4.04, 4.27, 4.91, 5.27, 6.61, 6.97, 7.56, 8.41; IR (diffuse reflecta... Starting materials: O=C1CCC(=O)N1Br, Cc1ccc(CC(=O)OC(C)(C)C)c(C(=O)OC(C)(C)C)c1, O=C(OOC(=O)c1ccccc1)c1ccccc1, ClC(Cl)(Cl)Cl. Product: CC(C)(C)OC(=O)Cc1ccc(CBr)cc1C(=O)OC(C)(C)C. As a reaction SMILES: [Br:23][N:24]1[C:25](=[O:26])[CH2:27][CH2:28][C:29]1=[O:30].[C:1]([CH3:2])([CH3:3])([CH3:4])[O:5][C:6]([c:7]1[c:8]([CH2:14][C:15](=[O:16])[O:17][C:18]([CH3:19])([CH3:20])[CH3:21])[cH:9][cH:10][c:11]([CH3:13])[cH:12]1)=[O:22].[C:31]([O:32][O:33][C:34](=[O:35])[c:36]1[cH:37][cH:38][cH:39][cH:40][cH:41]1)(=[O:42])[c:43]1[cH:44][cH:45][cH:46][cH:47][cH:48]1.[Cl:49][C:50]([Cl:51])([Cl:52])[Cl:53]>>[C:1]([CH3:2])([CH3:3])([CH3:4])[O:5][C:6]([c:7]1[c:8]([CH2:14][C:15](=[O:16])[O:17][C:18]([CH3:19])([CH3:20])[CH3:21])[cH:9][cH:10][c:11]([CH2:13][Br:23])[cH:12]1)=[O:22]. Product: NC1=NC=C(N=C1OC)Br (2-amino-3-methoxy-5-bromopyrazine). Procedure details: 2-Amino-3,5-dibromopyrazine (7 g.) is boiled for about 9 hours with 0.65 g. sodium in 18.5 ml. methanol to give 2-amino-3-methoxy-5-bromopyrazine. RXN SMILES: [NH2:1][C:2]1[C:7](Br)=[N:6][C:5]([Br:9])=[CH:4][N:3]=1.[Na].[CH3:11][OH:12]>>[NH2:1][C:2]1[C:7]([O:12][CH3:11])=[N:6][C:5]([Br:9])=[CH:4][N:3]=1 |^1:9|. The reactants are NC1=NC=C(N=C1Br)Br (2-Amino-3,5-dibromopyrazine), CO (methanol), [Na] (sodium). The reactants are CC(C)(C)OC(=O)N1CCN(CC2CCCCN2)CC1, C=O, ClCCl. Product: CN1CCCCC1CN1CCN(C(=O)OC(C)(C)C)CC1. As a reaction SMILES: [C:3]([CH3:4])([CH3:5])([CH3:6])[O:7][C:8](=[O:9])[N:10]1[CH2:11][CH2:12][N:13]([CH2:16][CH:17]2[NH:18][CH2:19][CH2:20][CH2:21][CH2:22]2)[CH2:14][CH2:15]1.[CH2:1]=[O:2].[Cl:23][CH2:24][Cl:25]>>[CH3:1][N:18]1[CH:17]([CH2:16][N:13]2[CH2:12][CH2:11][N:10]([C:8]([O:7][C:3]([CH3:4])([CH3:5])[CH3:6])=[O:9])[CH2:15][CH2:14]2)[CH2:22][CH2:21][CH2:20][CH2:19]1. The reactants are CC1(OC(CN1)COC(C)C)C (2,2-dimethyl-5-isopropoxymethyl oxazolidine), ClC(C(=O)Cl)(Cl)Cl (trichloroacetyl chloride), CN(C)C (trimethylamine). The solvent is C1=CC=CC=C1 (benzene). Yields the product CC1(OC(CN1C(C(Cl)(Cl)Cl)=O)COC(C)C)C (2,2-dimethyl-N-trichloroacetyl-5-isopropoxymethyl oxazolidine). RXN SMILES: [CH3:1][C:2]1([CH3:12])[NH:6][CH2:5][CH:4]([CH2:7][O:8][CH:9]([CH3:11])[CH3:10])[O:3]1.[Cl:13][C:14]([Cl:19])([Cl:18])[C:15](Cl)=[O:16].CN(C)C>C1C=CC=CC=1>[CH3:1][C:2]1([CH3:12])[N:6]([C:15](=[O:16])[C:14]([Cl:19])([Cl:18])[Cl:13])[CH2:5][CH:4]([CH2:7][O:8][CH:9]([CH3:10])[CH3:11])[O:3]1. Procedure: To 20.8 milliliters of 25 percent w/v, 2,2-dimethyl-5-isopropoxymethyl oxazolidine solution in 50 milliliters of benzene was added 5.5 grams of trichloroacetyl chloride. To this solution was added dropwise with cooling, 3.1 grams of trimethylamine. After washing with water, drying and removal of the benzene in vacuo, there was obtained 8.1 grams of the title compound, nD30 1.4603. Analytical data supports the structure.